This data is from the Open Reaction Database (ORD), a public repository of structured organic reaction records. The task is: describe an organic reaction: reactants, conditions, products, and yield The reactants are CC1CCNCC1 (4-methylpiperidine), CS(=O)(=O)OCCC1=C(C=C(C=C1)C#CC1=NC=C(C=C1)C1=CC=C(C=C1)Cl)C (2-{4-[5-(4-chlorophenyl)pyridin-2-ylethynyl]-2-methylphenyl}ethyl methanesulfonate). The solvent is CN(C)C=O (DMF). Run at temperature 69 celsius. The product is ClC1=CC=C(C=C1)C=1C=CC(=NC1)C#CC1=CC(=C(C=C1)CCN1CCC(CC1)C)C (5-(4-chlorophenyl)-2-{3-methyl-4-[2-(4-methylpiperidin-1-yl)ethyl]phenylethynyl}pyridine). As a reaction SMILES: [CH3:1][CH:2]1[CH2:7][CH2:6][NH:5][CH2:4][CH2:3]1.CS(O[CH2:13][CH2:14][C:15]1[CH:20]=[CH:19][C:18]([C:21]#[C:22][C:23]2[CH:28]=[CH:27][C:26]([C:29]3[CH:34]=[CH:33][C:32]([Cl:35])=[CH:31][CH:30]=3)=[CH:25][N:24]=2)=[CH:17][C:16]=1[CH3:36])(=O)=O>CN(C=O)C>[Cl:35][C:32]1[CH:31]=[CH:30][C:29]([C:26]2[CH:27]=[CH:28][C:23]([C:22]#[C:21][C:18]3[CH:19]=[CH:20][C:15]([CH2:14][CH2:13][N:5]4[CH2:6][CH2:7][CH:2]([CH3:1])[CH2:3][CH2:4]4)=[C:16]([CH3:36])[CH:17]=3)=[N:24][CH:25]=2)=[CH:34][CH:33]=1. Procedure details: 0.09 mL (0.77 mmol) of 4-methylpiperidine was added to a solution of 110 mg (0.26 mmol) of 2-{4-[5-(4-chlorophenyl)pyridin-2-ylethynyl]-2-methylphenyl}ethyl methanesulfonate in 2 mL of DMF and heated to 69° C. After the reaction had ended, the reaction solution was cooled and the precipitate formed was suction filtered. Yield: 40 mg (36% of theoretical); C28H29ClN2 (M=428.996) C28H29ClN2; calc.: molpeak (M+H)+:429/431 (Cl); found: molpeak (M+H)+:429/431 (Cl); HPLC-MS: 5.96 minutes (method G). Reactants: COC(=O)C=1C=2C=CN(C2C=CC1)C1=CC=C(C=C1)S(=O)(=O)N1CCC(CC1)CNC[C@@H](C1=C(C(=C(C=C1)O)S(=O)(=O)C)N)O (1-[4-(4-{[(2R)-2-hydroxy-2-(4-hydroxy-3-methanesulfonyl-amino-phenyl)-ethylamino]-methyl}-piperidine-1-sulfonyl)-phenyl]-1H-indole-4-carboxylic acid methyl ester), [OH-].[Na+] (NaOH), Cl (HCl). The solvent is CO (methanol). Yields the product O[C@@H](CNCC1CCN(CC1)S(=O)(=O)C1=CC=C(C=C1)N1C=CC=2C(=CC=CC12)C(=O)O)C1=CC(=C(C=C1)O)NS(=O)(=O)C (1-[4-(4-{[(2R)-2-Hydroxy-2-(4-hydroxy-3-methanesulfonylamino-phenyl)-ethylamino]-methyl}-piperidine-1-sulfonyl)-phenyl]-1H-indole-4-carboxylic Acid). Reaction SMILES: C[O:2][C:3]([C:5]1[C:6]2[CH:7]=[CH:8][N:9]([C:14]3[CH:19]=[CH:18][C:17]([S:20]([N:23]4[CH2:28][CH2:27][CH:26]([CH2:29][NH:30][CH2:31][C@H:32]([OH:45])[C:33]5[CH:38]=[CH:37][C:36]([OH:39])=[C:35](S(C)(=O)=O)[C:34]=5N)[CH2:25][CH2:24]4)(=[O:22])=[O:21])=[CH:16][CH:15]=3)[C:10]=2[CH:11]=[CH:12][CH:13]=1)=[O:4].[OH-:46].[Na+].Cl>CO>[OH:45][C@H:32]([C:33]1[CH:38]=[CH:37][C:36]([OH:39])=[C:35]([NH:23][S:20]([CH3:17])(=[O:21])=[O:46])[CH:34]=1)[CH2:31][NH:30][CH2:29][CH:26]1[CH2:25][CH2:24][N:23]([S:20]([C:17]2[CH:16]=[CH:15][C:14]([N:9]3[C:10]4[CH:11]=[CH:12][CH:13]=[C:5]([C:3]([OH:2])=[O:4])[C:6]=4[CH:7]=[CH:8]3)=[CH:19][CH:18]=2)(=[O:21])=[O:22])[CH2:28][CH2:27]1 |f:1.2|. Procedure: A solution of 1-[4-(4-{[(2R)-2-hydroxy-2-(4-hydroxy-3-methanesulfonyl-amino-phenyl)-ethylamino]-methyl}-piperidine-1-sulfonyl)-phenyl]-1H-indole-4-carboxylic acid methyl ester (0.118 g, 0.18 mmol) and 0.8 mL of 1N NaOH in 10 mL methanol was heated at reflux overnight. On cooling the reaction was neutralized with 0.8 mL of 1N HCl. The reaction mixture was concentrated in vacuo and triturated with H2O. The solids were filtered and dried (high vac) to give 0.095 g of the title compound as an off wh... Reactants: COC=1C=C(C(=O)OC)C=C(C1)OC (methyl 3,5-dimethoxybenzoate), C(CC)(=O)Cl (propionyl chloride), ester. Yields the product COC=1C(=C(C(=O)O)C=C(C1)OC)C(CC)=O (3,5-dimethoxy-2-propionylbenzoic acid). RXN SMILES: [CH3:1][O:2][C:3]1[CH:4]=[C:5]([CH:10]=[C:11]([O:13][CH3:14])[CH:12]=1)[C:6]([O:8]C)=[O:7].[C:15](Cl)(=[O:18])[CH2:16][CH3:17]>>[CH3:1][O:2][C:3]1[C:4]([C:15](=[O:18])[CH2:16][CH3:17])=[C:5]([CH:10]=[C:11]([O:13][CH3:14])[CH:12]=1)[C:6]([OH:8])=[O:7]. Reported procedure: This compound is synthesized by reacting methyl 3,5-dimethoxybenzoate with propionyl chloride via the Friedel-Crafts reaction, followed by saponification of the ester obtained, according to the method described in 2.1. It is used in crude form in the following reaction. Reactants: COC=1C=C(C=CC1OC)C1(CNCC1)CCO (2-[3-(3,4-Dimethoxy-phenyl)-pyrrolidin-3-yl]-ethanol), C(=O)=O.CC(=O)C (dry-ice acetone), CN1CCOCC1 (4-Methylmorpholine), COC=1C=C(C(=O)Cl)C=C(C1OC)OC (3,4,5-trimethoxy-benzoyl chloride). Run in ClCCl (dichloromethane), ClCCl (dichloromethane), ClCCl (dichloromethane). Product: C(C)OC(CC1(CNC(C1)=O)C1=CC(=C(C=C1)OC)OC)=O ([3-(3,4-dimethoxy-phenyl)-5-oxo-pyrrolidin-3-yl]-acetic acid ethyl ester). Reaction SMILES: [CH3:1][O:2][C:3]1[CH:4]=[C:5]([C:11]2([CH2:16]CO)[CH2:15][CH2:14][NH:13][CH2:12]2)[CH:6]=[CH:7][C:8]=1[O:9][CH3:10].CN1CCO[CH2:22][CH2:21]1.C[O:27]C1C=C(C=C(OC)C=1OC)C(Cl)=O.[C:41](=[O:43])=[O:42].CC(C)=O>ClCCl>[CH2:21]([O:42][C:41](=[O:43])[CH2:16][C:11]1([C:5]2[CH:6]=[CH:7][C:8]([O:9][CH3:10])=[C:3]([O:2][CH3:1])[CH:4]=2)[CH2:15][C:14](=[O:27])[NH:13][CH2:12]1)[CH3:22] |f:3.4|. Procedure: 2-[3-(3,4-Dimethoxy-phenyl)-pyrrolidin-3-yl]-ethanol (2.27 g, 9.03 mmol) and dichloromethane (100 mL) were combined. 4-Methylmorpholine (2.28 mL, 22.6 mmol, 2.5 eq.) was added. The mixture was cooled in a ice/NaCl bath and a solution of 3,4,5-trimethoxy-benzoyl chloride (2.19 g, 9.48 mmol) in dichloromethane (30 mL) was added dropwise. After the addition was complete, the dry-ice/acetone bath was changed to an ice bath and the mixture was allowed to warm to ambient temperature and maintained ove... Reactants: CN(C(=O)C1=C(C=CC(=C1)C1=CC=CC=C1)CN1CCN(CC1)C(=O)OC(C)(C)C)C (tert-butyl 4-[[2-(dimethylcarbamoyl)-4-phenylphenyl]methyl]piperazine-1-carboxylate), FC(C(=O)O)(F)F (trifluoroacetic acid). The solvent is ClCCl (dichloromethane). Conditions: time 1 hour. Yields the product CN(C(C1=C(C=CC(=C1)C1=CC=CC=C1)CN1CCNCC1)=O)C (N,N-dimethyl-5-phenyl-2-(piperazin-1-ylmethyl)benzamide). The yield is 99.7%. RXN SMILES: [CH3:1][N:2]([CH3:31])[C:3]([C:5]1[CH:10]=[C:9]([C:11]2[CH:16]=[CH:15][CH:14]=[CH:13][CH:12]=2)[CH:8]=[CH:7][C:6]=1[CH2:17][N:18]1[CH2:23][CH2:22][N:21](C(OC(C)(C)C)=O)[CH2:20][CH2:19]1)=[O:4].FC(F)(F)C(O)=O>ClCCl>[CH3:1][N:2]([CH3:31])[C:3](=[O:4])[C:5]1[CH:10]=[C:9]([C:11]2[CH:16]=[CH:15][CH:14]=[CH:13][CH:12]=2)[CH:8]=[CH:7][C:6]=1[CH2:17][N:18]1[CH2:23][CH2:22][NH:21][CH2:20][CH2:19]1. Reported procedure: A 50 mL round-bottom flask was charged with tert-butyl 4-[[2-(dimethylcarbamoyl)-4-phenylphenyl]methyl]piperazine-1-carboxylate (300 mg, 0.710 mmol, 1.00 equiv), dichloromethane (5 mL), trifluoroacetic acid (1 mL). The resulting solution was stirred for 1 h at room temperature, concentrated under reduced pressure to yield 229 mg (crude) of N,N-dimethyl-5-phenyl-2-(piperazin-1-ylmethyl)benzamide as light yellow oil. LCMS (ESI, m/z): 324 [M+H]+. The reactants are Cl.O1CCOCC1 (HCl dioxane), C(C)(C)(C)OC(NC1CCNCC1)=O (piperidin-4-yl-carbamic acid tert-butyl ester), BrC(C)F (bromofluoroethane), C([O-])([O-])=O.[K+].[K+] (potassium carbonate). Solvent: C(C)#N (acetonitrile), C(C)(=O)OCC (ethyl acetate). Reaction conditions: temperature 80 celsius, time 20 hour. Yields the product FCCN1CCC(CC1)N (1-(2-fluoro-ethyl)-piperidin-4-ylamine). RXN SMILES: C(OC(=O)[NH:7][CH:8]1[CH2:13][CH2:12][NH:11][CH2:10][CH2:9]1)(C)(C)C.Br[CH:16]([F:18])[CH3:17].C(=O)([O-])[O-].[K+].[K+].Cl.O1CCOCC1>C(#N)C.C(OCC)(=O)C>[F:18][CH2:16][CH2:17][N:11]1[CH2:10][CH2:9][CH:8]([NH2:7])[CH2:13][CH2:12]1 |f:2.3.4,5.6|. Procedure details: A mixture of piperidin-4-yl-carbamic acid tert-butyl ester (2.00 g, 10.00 mmol), bromofluoroethane (1.5 g, 12.00 mmol) and potassium carbonate (2.80 g, 20.00 mmol) in acetonitrile (50 mL) was heated at 80° C. for 20 h. Cooled, diluted with ethyl acetate, washed with water, brine, dried over sodium sulfate and concentrated. The residue was dissolved in DCM (10 mL) and 4N HCl/dioxane (12 mL, 50.00 mmol) was added and the suspension was stirred for 20 h at ambient temperature. The solid was collect...